Dataset: the Open Reaction Database (ORD), a public repository of structured organic reaction records. Task: describe an organic reaction: reactants, conditions, products, and yield Starting materials: [Al+3], C1CCOC1, [H-], [H-], [H-], [H-], [Li+], CN1CCN(C(=O)c2ccc3[nH]ccc3c2)CC1. The product is CN1CCN(Cc2ccc3[nH]ccc3c2)CC1. RXN SMILES: [Al+3:2].[CH2:25]1[O:26][CH2:27][CH2:28][CH2:29]1.[H-:1].[H-:4].[H-:5].[H-:6].[Li+:3].[nH:7]1[cH:8][cH:9][c:10]2[cH:11][c:12]([C:16](=[O:17])[N:18]3[CH2:19][CH2:20][N:21]([CH3:24])[CH2:22][CH2:23]3)[cH:13][cH:14][c:15]12>>[nH:7]1[cH:8][cH:9][c:10]2[cH:11][c:12]([CH2:16][N:18]3[CH2:19][CH2:20][N:21]([CH3:24])[CH2:22][CH2:23]3)[cH:13][cH:14][c:15]12.